Dataset: the Open Reaction Database (ORD), a public repository of structured organic reaction records. Task: describe an organic reaction: reactants, conditions, products, and yield The reactants are COc1ccc(COc2ccc(C(=O)O)cc2Cl)cc1OC, CCN(C(C)C)C(C)C, O=C(Cl)C(=O)Cl, ClCCl, CCOC(=O)c1cc(Oc2ccccc2)ccc1N, CN(C)C=O. Yields the product CCOC(=O)c1cc(Oc2ccccc2)ccc1NC(=O)c1ccc(OCc2ccc(OC)c(OC)c2)c(Cl)c1. RXN SMILES: [CH3:1][O:2][c:3]1[cH:4][c:5]([CH2:6][O:7][c:8]2[c:9]([Cl:17])[cH:10][c:11]([C:12](=[O:13])[OH:14])[cH:15][cH:16]2)[cH:18][cH:19][c:20]1[O:21][CH3:22].[CH:48]([N:49]([CH:50]([CH3:51])[CH3:52])[CH2:53][CH3:54])([CH3:55])[CH3:56].[Cl:23][C:24]([C:25]([Cl:26])=[O:27])=[O:28].[Cl:57][CH2:58][Cl:59].[NH2:29][c:30]1[c:31]([C:32](=[O:33])[O:34][CH2:35][CH3:36])[cH:37][c:38]([O:41][c:42]2[cH:43][cH:44][cH:45][cH:46][cH:47]2)[cH:39][cH:40]1.[O:60]=[CH:61][N:62]([CH3:63])[CH3:64]>>[CH3:1][O:2][c:3]1[cH:4][c:5]([CH2:6][O:7][c:8]2[c:9]([Cl:17])[cH:10][c:11]([C:12](=[O:14])[NH:29][c:30]3[c:31]([C:32](=[O:33])[O:34][CH2:35][CH3:36])[cH:37][c:38]([O:41][c:42]4[cH:43][cH:44][cH:45][cH:46][cH:47]4)[cH:39][cH:40]3)[cH:15][cH:16]2)[cH:18][cH:19][c:20]1[O:21][CH3:22]. The reactants are O=C1CCC(=O)N1Br, O=c1[nH]c2ncccc2o1, CN(C)C=O, O. The product is O=c1[nH]c2ncc(Br)cc2o1. RXN SMILES: [O:11]=[C:12]1[N:13]([Br:18])[C:14](=[O:15])[CH2:16][CH2:17]1.[O:1]=[c:2]1[nH:3][c:4]2[n:5][cH:6][cH:7][cH:8][c:9]2[o:10]1.[O:20]=[CH:21][N:22]([CH3:23])[CH3:24].[OH2:19]>>[O:1]=[c:2]1[nH:3][c:4]2[n:5][cH:6][c:7]([Br:18])[cH:8][c:9]2[o:10]1. Starting materials: ClC(=O)N1C2=C(NC(C3=C1C=CC(=C3)C)=O)C=CC=N2 (11-(chlorocarbonyl)-5,11-dihydro-8-methyl-6H-pyrido[2,3-b][1,4]benzodiazepin-6-one), N1(CCCCC1)CCC1CNCCO1 (2-[2-(1-piperidinyl)ethyl]morpholine), Cl (hydrochloride). Yields the product CC=1C=CC2=C(C(NC3=C(N2C(=O)N2CC(OCC2)CCN2CCCCC2)N=CC=C3)=O)C1 (5,11-Dihydro-8-methyl-11-[[2-[2-(1-piperidinyl)ethyl]-4-morpholinyl]carbonyl]-6H-pyrido[2,3-b][1,4]benzodiazepin-6-one). Yield: 79.0%. Reaction SMILES: Cl[C:2]([N:4]1[C:10]2[CH:11]=[CH:12][C:13]([CH3:15])=[CH:14][C:9]=2[C:8](=[O:16])[NH:7][C:6]2[CH:17]=[CH:18][CH:19]=[N:20][C:5]1=2)=[O:3].[N:21]1([CH2:27][CH2:28][CH:29]2[O:34][CH2:33][CH2:32][NH:31][CH2:30]2)[CH2:26][CH2:25][CH2:24][CH2:23][CH2:22]1.Cl>>[CH3:15][C:13]1[CH:12]=[CH:11][C:10]2[N:4]([C:2]([N:31]3[CH2:32][CH2:33][O:34][CH:29]([CH2:28][CH2:27][N:21]4[CH2:22][CH2:23][CH2:24][CH2:25][CH2:26]4)[CH2:30]3)=[O:3])[C:5]3[N:20]=[CH:19][CH:18]=[CH:17][C:6]=3[NH:7][C:8](=[O:16])[C:9]=2[CH:14]=1. Procedure details: Prepared analogously to Example 4 from 11-(chlorocarbonyl)-5,11-dihydro-8-methyl-6H-pyrido[2,3-b][1,4]benzodiazepin-6-one and 2-[2-(1-piperidinyl)ethyl]morpholine in a yield of 79% of theory. Rf 0.43 (conditions as in Example 58). The colourless hydrochloride melted at 272°-273° C. with decomposition. Starting materials: [Cl-], CCS(=O)(=O)Nc1ncc(C(F)(F)F)cc1[N+](=O)[O-], [Na+], C1CCOC1, O. Yields the product CCS(=O)(=O)Nc1ncc(C(F)(F)F)cc1N. Reaction SMILES: [Cl-:21].[N+:1]([O-:2])(=[O:3])[c:4]1[c:5]([NH:14][S:15](=[O:16])(=[O:17])[CH2:18][CH3:19])[n:6][cH:7][c:8]([C:10]([F:11])([F:12])[F:13])[cH:9]1.[Na+:20].[O:23]1[CH2:24][CH2:25][CH2:26][CH2:27]1.[OH2:22]>>[NH2:1][c:4]1[c:5]([NH:14][S:15](=[O:16])(=[O:17])[CH2:18][CH3:19])[n:6][cH:7][c:8]([C:10]([F:11])([F:12])[F:13])[cH:9]1. The reactants are FC=1C(NC(NC1)=O)=O (5-fluorouracil), Cl.N1=CC=CC=C1 (pyridine hydrochloride), end product, FC=1C(NC(NC1)=O)=O (5-fluorouracil), O1CCC=C1 (2,3-dihydrofuran), by-products. Solvent: N1=CC=CC=C1 (pyridine). The product is O1C(CCC1)N1C(=O)NC(=O)C(=C1)F (1-(2-tetrahydrofuryl)-5-fluorouracil). Reaction SMILES: [F:1][C:2]1[C:3](=[O:9])[NH:4][C:5](=[O:8])[NH:6][CH:7]=1.Cl.N1C=CC=CC=1.[O:17]1[CH:21]=[CH:20][CH2:19][CH2:18]1>N1C=CC=CC=1>[O:17]1[CH2:21][CH2:20][CH2:19][CH:18]1[N:6]1[CH:7]=[C:2]([F:1])[C:3](=[O:9])[NH:4][C:5]1=[O:8] |f:1.2|. Reported procedure: In 50 ml of pyridine were dissolved 2.5 g of 5-fluorouracil and 2.4 g of pyridine hydrochloride. To this solution were added 4.5 ml of 2,3-dihydrofuran in 4 portions and the mixture was reacted for 20 hours at 120° C. in an oil bath. After the reaction, a small amount of the reaction liquid was extracted and subjected to thin layer chromatography to check the state of preceeding of the reaction whereby the composition of the product was 90% of the end product, 5% of unreacted 5-fluorouracil and ...